Dataset: the Open Reaction Database (ORD), a public repository of structured organic reaction records. Task: describe an organic reaction: reactants, conditions, products, and yield Reactants: FCCCBr, O=C([O-])[O-], CC(C)(NC1CC(c2cccc(O)c2)N(c2ccc(C(F)(F)F)cc2)C1=O)c1cccc(C(F)(F)F)n1, CCOC(C)=O, [Cs+], [Cs+], CN(C)C=O. The product is CC(C)(NC1CC(c2cccc(OCCCF)c2)N(c2ccc(C(F)(F)F)cc2)C1=O)c1cccc(C(F)(F)F)n1. Reaction SMILES: [Br:44][CH2:45][CH2:46][CH2:47][F:48].[C:38](=[O:39])([O-:40])[O-:41].[CH3:1][C:2]([CH3:3])([c:4]1[n:5][c:6]([C:10]([F:11])([F:12])[F:13])[cH:7][cH:8][cH:9]1)[NH:14][CH:15]1[C:16](=[O:37])[N:17]([c:27]2[cH:28][cH:29][c:30]([C:33]([F:34])([F:35])[F:36])[cH:31][cH:32]2)[CH:18]([c:20]2[cH:21][c:22]([OH:26])[cH:23][cH:24][cH:25]2)[CH2:19]1.[CH3:54][CH2:55][O:56][C:57]([CH3:58])=[O:59].[Cs+:42].[Cs+:43].[O:49]=[CH:50][N:51]([CH3:52])[CH3:53]>>[CH3:1][C:2]([CH3:3])([c:4]1[n:5][c:6]([C:10]([F:11])([F:12])[F:13])[cH:7][cH:8][cH:9]1)[NH:14][CH:15]1[C:16](=[O:37])[N:17]([c:27]2[cH:28][cH:29][c:30]([C:33]([F:34])([F:35])[F:36])[cH:31][cH:32]2)[CH:18]([c:20]2[cH:21][c:22]([O:26][CH2:45][CH2:46][CH2:47][F:48])[cH:23][cH:24][cH:25]2)[CH2:19]1.